Dataset: the Open Reaction Database (ORD), a public repository of structured organic reaction records. Task: describe an organic reaction: reactants, conditions, products, and yield Reactants: CCOC(C)=O, CS(C)=O, NC1CC1, O, N#Cc1cc2c(Oc3ccc(NC(=O)Oc4ccccc4)c(F)c3)ccnc2cc1OCC1CO1. The product is N#Cc1cc2c(Oc3ccc(NC(=O)NC4CC4)c(F)c3)ccnc2cc1OCC1CO1. Reaction SMILES: [CH3:45][CH2:46][O:47][C:48](=[O:49])[CH3:50].[CH3:5][S:6]([CH3:7])=[O:8].[CH:1]1([NH2:4])[CH2:2][CH2:3]1.[OH2:44].[c:9]1([O:15][C:16](=[O:10])[NH:17][c:18]2[c:19]([F:42])[cH:20][c:21]([O:24][c:25]3[cH:26][cH:27][n:28][c:29]4[cH:30][c:31]([O:37][CH2:38][CH:39]5[O:40][CH2:41]5)[c:32]([C:35]#[N:36])[cH:33][c:34]34)[cH:22][cH:23]2)[cH:11][cH:12][cH:13][cH:14][cH:43]1>>[CH:1]1([NH:4][C:16](=[O:15])[NH:17][c:18]2[c:19]([F:42])[cH:20][c:21]([O:24][c:25]3[cH:26][cH:27][n:28][c:29]4[cH:30][c:31]([O:37][CH2:38][CH:39]5[O:40][CH2:41]5)[c:32]([C:35]#[N:36])[cH:33][c:34]34)[cH:22][cH:23]2)[CH2:2][CH2:3]1.